From a dataset of the Open Reaction Database (ORD), a public repository of structured organic reaction records. describe an organic reaction: reactants, conditions, products, and yield The reactants are CCOC(=O)CC12C=CC(C(C)CCCC(C)C)C1(C)CCC1=C2CCC2CC(OC(=O)c3ccccc3)CCC12C, C1CCOC1, CCO, CC[O-], [Na+]. Product: CCOC(=O)CC12C=CC(C(C)CCCC(C)C)C1(C)CCC1=C2CCC2CC(O)CCC12C. Reaction SMILES: [C:1](=[O:2])([c:3]1[cH:4][cH:5][cH:6][cH:7][cH:8]1)[O:9][CH:10]1[CH2:11][CH:12]2[CH2:13][CH2:14][C:15]3=[C:31]([CH2:30][CH2:29][C:28]4([CH3:36])[C:16]3([CH2:37][C:38](=[O:39])[O:40][CH2:41][CH3:42])[CH:17]=[CH:18][CH:19]4[CH:20]([CH2:21][CH2:22][CH2:23][CH:24]([CH3:25])[CH3:26])[CH3:27])[C:32]2([CH3:35])[CH2:33][CH2:34]1.[CH2:43]1[O:44][CH2:45][CH2:46][CH2:47]1.[CH3:48][CH2:49][OH:50].[CH3:52][CH2:53][O-:54].[Na+:51]>>[OH:9][CH:10]1[CH2:11][CH:12]2[CH2:13][CH2:14][C:15]3=[C:31]([CH2:30][CH2:29][C:28]4([CH3:36])[C:16]3([CH2:37][C:38](=[O:39])[O:40][CH2:41][CH3:42])[CH:17]=[CH:18][CH:19]4[CH:20]([CH2:21][CH2:22][CH2:23][CH:24]([CH3:25])[CH3:26])[CH3:27])[C:32]2([CH3:35])[CH2:33][CH2:34]1. Reaction SMILES: [CH3:36][S:37](=[O:38])[CH3:39].[CH3:3][CH2:4][CH2:5][CH2:6][CH2:7][CH3:8].[CH3:9][C:10]([CH3:11])([CH3:12])[c:13]1[c:14]([O:15][CH:16]2[CH:17]([OH:21])[CH2:18][CH2:19][CH2:20]2)[cH:22][cH:23][c:24]([C:26]([CH3:27])([CH3:28])[CH3:29])[cH:25]1.[Cl:30][CH2:31][C:32](=[O:33])[O-:34].[H-:1].[Na+:2].[Na+:35]>>[CH3:9][C:10]([CH3:11])([CH3:12])[c:13]1[c:14]([O:15][CH:16]2[CH:17]([O:21][CH2:31][C:32](=[O:33])[OH:34])[CH2:18][CH2:19][CH2:20]2)[cH:22][cH:23][c:24]([C:26]([CH3:27])([CH3:28])[CH3:29])[cH:25]1. Product: CC(C)(C)c1ccc(OC2CCCC2OCC(=O)O)c(C(C)(C)C)c1. Reactants: CS(C)=O, CCCCCC, CC(C)(C)c1ccc(OC2CCCC2O)c(C(C)(C)C)c1, O=C([O-])CCl, [H-], [Na+], [Na+].